This data is from the Open Reaction Database (ORD), a public repository of structured organic reaction records. The task is: describe an organic reaction: reactants, conditions, products, and yield The reactants are COC(=O)c1ccc(N2CCN(Cc3ccccc3)CC2)cc1, CO, [H][H]. The product is COC(=O)c1ccc(N2CCNCC2)cc1. Reaction SMILES: [CH3:1][O:2][C:3]([c:4]1[cH:5][cH:6][c:7]([N:10]2[CH2:11][CH2:12][N:13]([CH2:16][c:17]3[cH:18][cH:19][cH:20][cH:21][cH:22]3)[CH2:14][CH2:15]2)[cH:8][cH:9]1)=[O:23].[CH3:26][OH:27].[H:24][H:25]>>[CH3:1][O:2][C:3]([c:4]1[cH:5][cH:6][c:7]([N:10]2[CH2:11][CH2:12][NH:13][CH2:14][CH2:15]2)[cH:8][cH:9]1)=[O:23]. The reactants are CNOC, ClCCl, Cl, O=C(Cl)c1ccc(I)cc1, c1ccncc1. Product: CON(C)C(=O)c1ccc(I)cc1. Reaction SMILES: [CH3:18][NH:19][O:20][CH3:21].[Cl:22][CH2:23][Cl:24].[ClH:17].[I:7][c:8]1[cH:9][cH:10][c:11]([C:12](=[O:13])[Cl:14])[cH:15][cH:16]1.[cH:1]1[cH:2][cH:3][n:4][cH:5][cH:6]1>>[I:7][c:8]1[cH:9][cH:10][c:11]([C:12](=[O:13])[N:19]([CH3:18])[O:20][CH3:21])[cH:15][cH:16]1. Reactants: NC=1C(=CC2=C(NC(O2)=O)C1)N (5,6-diaminobenzoxazolin-2-one), C(=O)(N1C=NC=C1)N1C=NC=C1 (1,1'-carbonyldiimidazole). Run in O1CCOCC1 (dioxan). The product is O1C(NC2=C1C=C1C(=C2)NC(N1)=O)=O (2,3,5,6-Tetrahydro-7H-imidazo[4,5-f]benzoxazol-2,6-dione). The yield is 65.0%. RXN SMILES: [NH2:1][C:2]1[C:3]([NH2:12])=[CH:4][C:5]2[O:9][C:8](=[O:10])[NH:7][C:6]=2[CH:11]=1.[C:13](N1C=CN=C1)(N1C=CN=C1)=[O:14]>O1CCOCC1>[O:9]1[C:5]2[CH:4]=[C:3]3[NH:12][C:13](=[O:14])[NH:1][C:2]3=[CH:11][C:6]=2[NH:7][C:8]1=[O:10]. Procedure details: 3.3 g. (0.02 mole) 5,6-diaminobenzoxazolin-2-one and 5.5 g. (0.034 mole) 1,1'-carbonyldiimidazole are dissolved in 150 ml. dioxan and heated to the boil for 3 hours. After cooling to ambient temperature, the brownish crystalline substance obtained is filtered off with suction, boiled with dimethylformamide, filtered with suction and washed with methanol. There is obtained a yield of 65% of theory of the desired compound; m.p. >360° C.